This data is from the Open Reaction Database (ORD), a public repository of structured organic reaction records. The task is: describe an organic reaction: reactants, conditions, products, and yield Reactants: CCCCCC(C)=CCC#CCO, BrP(Br)Br, c1ccncc1. The product is CCCCCC(C)=CCC#CCBr. Reaction SMILES: [CH3:1][C:2](=[CH:3][CH2:4][C:5]#[C:6][CH2:7][OH:8])[CH2:9][CH2:10][CH2:11][CH2:12][CH3:13].[P:14]([Br:15])([Br:16])[Br:17].[cH:18]1[cH:19][cH:20][n:21][cH:22][cH:23]1>>[CH3:1][C:2](=[CH:3][CH2:4][C:5]#[C:6][CH2:7][Br:15])[CH2:9][CH2:10][CH2:11][CH2:12][CH3:13]. The reactants are F[B-](F)(F)F, CC(C)(N)c1ccccc1, CCOC(=O)n1nc(NC(=O)c2ccc(N3CCOCC3)cc2)c2cc(C(=O)O)sc21, CN(C)C=O, Cl, O, CN(C)C(On1nnc2ccccc21)=[N+](C)C. The product is CCOC(=O)n1nc(NC(=O)c2ccc(N3CCOCC3)cc2)c2cc(C(=O)NC(C)(C)c3ccccc3)sc21. As a reaction SMILES: [B-:11]([F:12])([F:13])([F:14])[F:15].[C:1]([CH3:2])([CH3:3])([c:4]1[cH:5][cH:6][cH:7][cH:8][cH:9]1)[NH2:10].[CH2:34]([CH3:35])[O:36][C:37](=[O:38])[n:39]1[n:40][c:41]([NH:50][C:51]([c:52]2[cH:53][cH:54][c:55]([N:58]3[CH2:59][CH2:60][O:61][CH2:62][CH2:63]3)[cH:56][cH:57]2)=[O:64])[c:42]2[c:43]1[s:44][c:45]([C:47](=[O:48])[OH:49])[cH:46]2.[CH3:65][N:66]([CH3:67])[CH:68]=[O:69].[ClH:33].[OH2:70].[n:16]1([O:17][C:18]([N:19]([CH3:20])[CH3:21])=[N+:22]([CH3:23])[CH3:24])[c:25]2[cH:26][cH:27][cH:28][cH:29][c:30]2[n:31][n:32]1>>[C:1]([CH3:2])([CH3:3])([c:4]1[cH:5][cH:6][cH:7][cH:8][cH:9]1)[NH:10][C:47]([c:45]1[s:44][c:43]2[n:39]([C:37]([O:36][CH2:34][CH3:35])=[O:38])[n:40][c:41]([NH:50][C:51]([c:52]3[cH:53][cH:54][c:55]([N:58]4[CH2:59][CH2:60][O:61][CH2:62][CH2:63]4)[cH:56][cH:57]3)=[O:64])[c:42]2[cH:46]1)=[O:48]. Starting materials: C(C#N)(C)(C)O, C1CN(C[C@H]([C@H]1F)OS(=O)(=O)C)C(=O)OCc1ccccc1. The reagents and catalysts are C1COCCOCCOCCOCCOCCO1   (18-Crown-6), c1ccc(cc1)-c2c3ccccc3cc4ccccc24 (9-Phenylanthracene). Run in CC(=O)N(C)C (DMAc). Run at temperature 60 celsius, time 18 hour. Product: F[C@H]1CCN(C[C@@H]1C#N)C(=O)OCc2ccccc2. RXN SMILES: CC([C:1]#[N:2])(O)C.CS(O[C@H:3]1[C@@H:8]([F:9])[CH2:7][CH2:6][N:5]([C:10]([O:12][CH2:13][c:14]2[cH:19][cH:18][cH:17][cH:16][cH:15]2)=[O:11])[CH2:4]1)(=O)=O>>[F:9][C@@H:8]1[C@@H:3]([C:1]#[N:2])[CH2:4][N:5]([C:10]([O:12][CH2:13][c:14]2[cH:19][cH:18][cH:17][cH:16][cH:15]2)=[O:11])[CH2:6][CH2:7]1. Starting materials: CCOC(C)=O, CCO, NC(=O)C(CC(=O)OCc1ccccc1)c1ccc(Br)cc1, O=[Pt]=O. Product: NC(=O)C(CC(=O)O)c1ccc(Br)cc1. Reaction SMILES: [C:23]([O:24][CH2:25][CH3:26])(=[O:27])[CH3:28].[CH2:29]([OH:30])[CH3:31].[NH2:1][C:2]([CH:3]([CH2:4][C:5](=[O:6])[O:7][CH2:8][c:9]1[cH:10][cH:11][cH:12][cH:13][cH:14]1)[c:15]1[cH:16][cH:17][c:18]([Br:21])[cH:19][cH:20]1)=[O:22].[Pt:32](=[O:33])=[O:34]>>[NH2:1][C:2]([CH:3]([CH2:4][C:5](=[O:6])[OH:7])[c:15]1[cH:16][cH:17][c:18]([Br:21])[cH:19][cH:20]1)=[O:22].